This data is from the Open Reaction Database (ORD), a public repository of structured organic reaction records. The task is: describe an organic reaction: reactants, conditions, products, and yield Reactants: C(C)C(CC)OC1=C(C(=NC(=C1)C)OC1=C(C=C(C=C1C)C)C)C (4-(1-Ethyl-propoxy)-3,6-dimethyl-2-(2,4,6-trimethyl-phenoxy)-pyridine), CS(=O)(=O)O (methanesulfonic acid). Solvent: C(C)(=O)OCC (ethyl acetate), C(C)(=O)OCC (ethyl acetate). Yields the product CS(=O)(=O)[O-].C(C)C(CC)OC1=C(C(=[NH+]C(=C1)C)OC1=C(C=C(C=C1C)C)C)C (4-(1-Ethyl-propoxy)-3,6-dimethyl-2-(2,4,6-trimethyl-phenoxy)-pyridinium methanesulfonate). As a reaction SMILES: [CH2:1]([CH:3]([O:6][C:7]1[CH:12]=[C:11]([CH3:13])[N:10]=[C:9]([O:14][C:15]2[C:20]([CH3:21])=[CH:19][C:18]([CH3:22])=[CH:17][C:16]=2[CH3:23])[C:8]=1[CH3:24])[CH2:4][CH3:5])[CH3:2].[CH3:25][S:26]([OH:29])(=[O:28])=[O:27]>C(OCC)(=O)C>[CH3:25][S:26]([O-:29])(=[O:28])=[O:27].[CH2:1]([CH:3]([O:6][C:7]1[CH:12]=[C:11]([CH3:13])[NH+:10]=[C:9]([O:14][C:15]2[C:16]([CH3:23])=[CH:17][C:18]([CH3:22])=[CH:19][C:20]=2[CH3:21])[C:8]=1[CH3:24])[CH2:4][CH3:5])[CH3:2] |f:3.4|. Procedure: 4-(1-ethyl-propoxy)-3,6-dimethyl-2-(2,4,6-trimethyl-phenoxy)-pyridine (prepared as described in Example 1) was treated with 1 equivalent of methanesulfonic acid in ethyl acetate. The white crystals formed from ethyl acetate, melting point 117-119° C. The reactants are C1(=CC=CC=C1)P(C1=CC=CC=C1)C1=CC=CC=C1 (triphenylphosphine), C([O-])([O-])=O.[Na+].[Na+] (sodium carbonate), BrC1=CC=C(C=O)C=C1 (4-bromobenzaldehyde), FC(C1=CC=C(C=C1)B(O)O)(F)F (4-(trifluoromethyl)phenylboronic acid). The reagents and catalysts are C(C)(=O)[O-].[Pd+2].C(C)(=O)[O-] (palladium(II) acetate). The solvent is O (water), C(CC)O (1-propanol), O (Water). Run at temperature 70 celsius, time 15 minute. Product: FC(C1=CC=C(C=C1)C1=CC=C(C=C1)C=O)(F)F (4′-(trifluoromethyl)biphenyl-4-carbaldehyde). As a reaction SMILES: Br[C:2]1[CH:9]=[CH:8][C:5]([CH:6]=[O:7])=[CH:4][CH:3]=1.[F:10][C:11]([F:22])([F:21])[C:12]1[CH:17]=[CH:16][C:15](B(O)O)=[CH:14][CH:13]=1.C1(P(C2C=CC=CC=2)C2C=CC=CC=2)C=CC=CC=1.C(=O)([O-])[O-].[Na+].[Na+]>C([O-])(=O)C.[Pd+2].C([O-])(=O)C.O.C(O)CC>[F:10][C:11]([F:22])([F:21])[C:12]1[CH:17]=[CH:16][C:15]([C:2]2[CH:9]=[CH:8][C:5]([CH:6]=[O:7])=[CH:4][CH:3]=2)=[CH:14][CH:13]=1 |f:3.4.5,6.7.8|. Procedure details: A round bottom flask was charged with 4-bromobenzaldehyde (69.6 g, 376 mmol), 4-(trifluoromethyl)phenylboronic acid (75.0 g, 395 mmol) and 1-propanol (627 mL). The reaction mixture was stirred for 15 minutes at 70° C. until a clear solution was obtained. The resulting solution was treated with triphenylphosphine (888 mg, 3.38 mmol), palladium(II) acetate (256 mg, 1.13 mmol), 2M sodium carbonate (226 mL, 451 mmol) and water (138 mL). The reaction was heated at reflux for 1 hour, open to air. Wate... The reactants are CCNC(=O)c1ccc(-n2nnc(C(=O)OC)c2OCCCc2ccccc2)cc1, CO, NC1CC1, [Na+], [OH-], On1nnc2ccccc21. Product: CCNC(=O)c1ccc(-n2nnc(C(=O)NC3CC3)c2OCCCc2ccccc2)cc1. RXN SMILES: [CH2:1]([CH3:2])[NH:3][C:4](=[O:5])[c:6]1[cH:7][cH:8][c:9](-[n:12]2[n:13][n:14][c:15]([C:27]([O:29][CH3:28])=[O:30])[c:16]2[O:17][CH2:18][CH2:19][CH2:20][c:21]2[cH:22][cH:23][cH:24][cH:25][cH:26]2)[cH:10][cH:11]1.[CH3:47][OH:48].[CH:33]1([NH2:36])[CH2:34][CH2:35]1.[Na+:32].[OH-:31].[OH:37][n:38]1[c:39]2[c:40]([cH:41][cH:42][cH:43][cH:44]2)[n:45][n:46]1>>[CH2:1]([CH3:2])[NH:3][C:4](=[O:5])[c:6]1[cH:7][cH:8][c:9](-[n:12]2[n:13][n:14][c:15]([C:27](=[O:29])[NH:36][CH:33]3[CH2:34][CH2:35]3)[c:16]2[O:17][CH2:18][CH2:19][CH2:20][c:21]2[cH:22][cH:23][cH:24][cH:25][cH:26]2)[cH:10][cH:11]1. Reactants: C(C)OC1=C(C=C2C(=CC(OC2=C1)(C)C)C)C(=C(C(=O)OCC)F)C (ethyl 3-(7-ethoxy-2,2,4-trimethyl-2H-chromen-6-yl)-2-fluoro-but-2-enoate), Compound, [H-].C(C(C)C)[Al+]CC(C)C (diisobutylaluminum hydride). Product: C(C)OC1=C(C=C2C(=CC(OC2=C1)(C)C)C)/C(=C(\CO)/F)/CC ((2E)-3-(7-Ethoxy-2,2,4-trimethyl-2H-chromen-6-yl)-2-fluoro-pent-2-en-1-ol). Reaction SMILES: [CH2:1]([O:3][C:4]1[CH:13]=[C:12]2[C:7]([C:8]([CH3:16])=[CH:9][C:10]([CH3:15])([CH3:14])[O:11]2)=[CH:6][C:5]=1[C:17]([CH3:25])=[C:18]([F:24])[C:19](OCC)=[O:20])[CH3:2].[H-].[CH2:27]([Al+]CC(C)C)C(C)C>>[CH2:1]([O:3][C:4]1[CH:13]=[C:12]2[C:7]([C:8]([CH3:16])=[CH:9][C:10]([CH3:14])([CH3:15])[O:11]2)=[CH:6][C:5]=1/[C:17](/[CH2:25][CH3:27])=[C:18](/[F:24])\[CH2:19][OH:20])[CH3:2] |f:1.2|. Reported procedure: Following General Procedure L, ethyl 3-(7-ethoxy-2,2,4-trimethyl-2H-chromen-6-yl)-2-fluoro-but-2-enoate (Compound 80,226 mg, 0.62 mmol) and diisobutylaluminum hydride (1 M in dichloromethane, 1.87 mL, 1.87 mmol) were reacted to give the title compound as yellow solid after purification by flash chromatography (silica gel, 1:4 ethyl acetate/hexane). Reactants: COS(=O)(=O)OC, CC(C)=O, Nc1c(Cl)ccc(O)c1Cl, Cl, [K+], [OH-], O. The product is COc1ccc(Cl)c(N)c1Cl. Reaction SMILES: [CH3:14][O:15][S:16]([O:17][CH3:18])(=[O:19])=[O:20].[CH3:22][C:23](=[O:24])[CH3:25].[Cl:2][c:3]1[c:4]([OH:11])[cH:5][cH:6][c:7]([Cl:10])[c:8]1[NH2:9].[ClH:1].[K+:13].[OH-:12].[OH2:21]>>[Cl:2][c:3]1[c:4]([O:11][CH3:14])[cH:5][cH:6][c:7]([Cl:10])[c:8]1[NH2:9].